This data is from the Open Reaction Database (ORD), a public repository of structured organic reaction records. The task is: describe an organic reaction: reactants, conditions, products, and yield The reactants are C1CCCCC1, COC(=O)C(C)c1ccc2cc(OC)ccc2c1, CI, CC(=O)O, CC(C)[N-]C(C)C, [Li+], C1CCOC1. Yields the product COC(=O)C(C)(C)c1ccc2cc(OC)ccc2c1. RXN SMILES: [CH2:27]1[CH2:28][CH2:29][CH2:30][CH2:31][CH2:32]1.[CH3:1][O:2][C:3]([CH:4]([c:5]1[cH:6][c:7]2[cH:8][cH:9][c:10]([O:15][CH3:16])[cH:11][c:12]2[cH:13][cH:14]1)[CH3:17])=[O:18].[CH3:33][I:34].[CH3:35][C:36](=[O:37])[OH:38].[CH:19]([N-:20][CH:21]([CH3:22])[CH3:23])([CH3:24])[CH3:25].[Li+:26].[O:39]1[CH2:40][CH2:41][CH2:42][CH2:43]1>>[CH3:1][O:2][C:3]([C:4]([c:5]1[cH:6][c:7]2[cH:8][cH:9][c:10]([O:15][CH3:16])[cH:11][c:12]2[cH:13][cH:14]1)([CH3:17])[CH3:19])=[O:18]. The reactants are CCC1COCCN1, COC(=O)c1cc(Cl)cc2oc(Cl)nc12. Yields the product CCC1COCCN1c1nc2c(C(=O)OC)cc(Cl)cc2o1. As a reaction SMILES: [CH2:1]([CH3:2])[CH:3]1[CH2:4][O:5][CH2:6][CH2:7][NH:8]1.[Cl:9][c:10]1[o:11][c:12]2[c:13]([n:14]1)[c:15]([C:20](=[O:21])[O:22][CH3:23])[cH:16][c:17]([Cl:19])[cH:18]2>>[CH2:1]([CH3:2])[CH:3]1[CH2:4][O:5][CH2:6][CH2:7][N:8]1[c:10]1[o:11][c:12]2[c:13]([n:14]1)[c:15]([C:20](=[O:21])[O:22][CH3:23])[cH:16][c:17]([Cl:19])[cH:18]2. The reactants are CO, C[O-], CO, Cc1ccc2sc(C#N)nc2c1, [Na+]. Yields the product COC(=O)c1nc2cc(C)ccc2s1. RXN SMILES: [CH3:13][OH:14].[CH3:15][O-:16].[CH3:18][OH:19].[CH3:1][c:2]1[cH:3][cH:4][c:5]2[c:6]([n:7][c:8]([C:10]#[N:11])[s:9]2)[cH:12]1.[Na+:17]>>[CH3:1][c:2]1[cH:3][cH:4][c:5]2[c:6]([n:7][c:8]([C:10]([O:14][CH3:13])=[O:16])[s:9]2)[cH:12]1. Procedure details: The title compound was synthesized in analogy to Example 112e, using 5-cyclopropyl-4-(1-fluoropropan-2-yloxy)picolinic acid (enantiomer A) (example 287e) and 3-amino-3-cyclopropyl-butanamide (example 270c) as starting materials and isolated (80 mg, 75%); MS (ESI, m/z): 364.4 (M+H+). RXN SMILES: [CH:1]1([C:4]2[C:5]([O:13][CH:14]([CH3:17])[CH2:15][F:16])=[CH:6][C:7]([C:10]([OH:12])=O)=[N:8][CH:9]=2)[CH2:3][CH2:2]1.[NH2:18][C:19]([CH:25]1[CH2:27][CH2:26]1)([CH3:24])[CH2:20][C:21]([NH2:23])=[O:22]>>[NH2:23][C:21](=[O:22])[CH2:20][C:19]([NH:18][C:10](=[O:12])[C:7]1[CH:6]=[C:5]([O:13][CH:14]([CH3:17])[CH2:15][F:16])[C:4]([CH:1]2[CH2:2][CH2:3]2)=[CH:9][N:8]=1)([CH:25]1[CH2:27][CH2:26]1)[CH3:24]. Starting materials: C1(CC1)C=1C(=CC(=NC1)C(=O)O)OC(CF)C (5-cyclopropyl-4-(1-fluoropropan-2-yloxy)picolinic acid), NC(CC(=O)N)(C)C1CC1 (3-amino-3-cyclopropyl-butanamide). The product is NC(CC(C)(C1CC1)NC(C1=NC=C(C(=C1)OC(CF)C)C1CC1)=O)=O (N-(4-amino-2-cyclopropyl-4-oxobutan-2-yl)-5-cyclopropyl-4-(1-fluoropropan-2-yloxy)picolinamide). Starting materials: O=[N+]([O-])c1ccc(Br)cc1, CC(C)(C)P(C(C)(C)C)C(C)(C)C, CC(C)(C)[O-], Cc1ccccc1, [Na+], CC(=O)[O-], CC(=O)[O-], [Pd+2], c1ccc2c(c1)Cc1ccccc1N2. Product: O=[N+]([O-])c1ccc(N2c3ccccc3Cc3ccccc32)cc1. RXN SMILES: [Br:34][c:35]1[cH:36][cH:37][c:38]([N+:41](=[O:42])[O-:43])[cH:39][cH:40]1.[C:15]([P:16]([C:17]([CH3:18])([CH3:19])[CH3:20])[C:21]([CH3:22])([CH3:23])[CH3:24])([CH3:25])([CH3:26])[CH3:27].[CH3:28][C:29]([CH3:30])([O-:31])[CH3:32].[CH3:44][c:45]1[cH:46][cH:47][cH:48][cH:49][cH:50]1.[Na+:33].[O-:52][C:53]([CH3:54])=[O:55].[O-:56][C:57]([CH3:58])=[O:59].[Pd+2:51].[cH:1]1[cH:2][cH:3][cH:4][c:5]2[c:14]1[CH2:13][c:12]1[c:7]([cH:8][cH:9][cH:10][cH:11]1)[NH:6]2>>[cH:1]1[cH:2][cH:3][cH:4][c:5]2[c:14]1[CH2:13][c:12]1[c:7]([cH:8][cH:9][cH:10][cH:11]1)[N:6]2[c:35]1[cH:36][cH:37][c:38]([N+:41](=[O:42])[O-:43])[cH:39][cH:40]1.